Task: describe an organic reaction: reactants, conditions, products, and yield. Dataset: the Open Reaction Database (ORD), a public repository of structured organic reaction records The reactants are C[C@H](CCC(=O)O)[C@H]1CC[C@@H]2[C@@]1([C@H](C[C@H]3[C@H]2[C@@H](C[C@H]4[C@@]3(CC[C@H](C4)O)C)O)O)C (Cholic acid), [N+](=[N-])=C (diazomethane), CC1=CC=C(C=C1)S(=O)(=O)N(C)N=O (diazald), CN(S(=O)(=O)C1=CC=C(C=C1)C)N=O (N-methyl-N-nitroso-p-toluenesulphonamide), CC1=CC=C(C=C1)S(=O)(=O)N(C)N=O (diazald). Run in C1CCOC1 (THF), CCOCC (ether). Yields the product C[C@H](CCC(=O)OC)[C@H]1CC[C@@H]2[C@@]1([C@H](C[C@H]3[C@H]2[C@@H](C[C@H]4[C@@]3(CC[C@H](C4)O)C)O)O)C (methyl cholate). Yield: 100.0%. RXN SMILES: [CH3:1][C@@H:2]([C@@H:8]1[C@@:12]2([CH3:29])[C@@H:13]([OH:28])[CH2:14][C@@H:15]3[C@@:20]4([CH3:26])[CH2:21][CH2:22][C@@H:23]([OH:25])[CH2:24][C@H:19]4[CH2:18][C@@H:17]([OH:27])[C@H:16]3[C@@H:11]2[CH2:10][CH2:9]1)[CH2:3][CH2:4][C:5]([OH:7])=[O:6].[N+](=[CH2:32])=[N-].CC1C=CC(S(N(N=O)C)(=O)=O)=CC=1>C1COCC1.CCOCC>[CH3:1][C@@H:2]([C@@H:8]1[C@@:12]2([CH3:29])[C@@H:13]([OH:28])[CH2:14][C@@H:15]3[C@@:20]4([CH3:26])[CH2:21][CH2:22][C@@H:23]([OH:25])[CH2:24][C@H:19]4[CH2:18][C@@H:17]([OH:27])[C@H:16]3[C@@H:11]2[CH2:10][CH2:9]1)[CH2:3][CH2:4][C:5]([O:7][CH3:32])=[O:6]. Procedure: Cholic acid (1a) (2.0 g, 4.9 mmol) in THF (40 ml) at 0° C. was treated dropwise with freshly prepared diazomethane in ether (prepared in the usual manner from diazald: diazald is N-methyl-N-nitroso-p-toluenesulphonamide) until the yellow colour persisted. After 15 minutes at 0° C. the solvent was evaporated to yield a white foam (2.1 g, 100%). Recrystallisation from methanol afforded pure methyl cholate1 (1.3 g, 63%): m.p. 158°-159° C. (crystals began to melt 86°-88° C. and then resolidified--th... Product: CCCCCCCCCCOc1ccc(CO)cc1. RXN SMILES: [Al+3:23].[CH2:1]([CH2:2][CH2:3][CH2:4][CH2:5][CH2:6][CH2:7][CH2:8][CH2:9][CH2:10][CH2:11][CH3:12])[O:13][c:14]1[cH:15][cH:16][c:17]([CH2:18][OH:19])[cH:20][cH:21]1.[CH2:28]([O:29][c:30]1[cH:31][cH:32][c:33]([C:34]([O:35][CH3:36])=[O:37])[cH:38][cH:39]1)[CH2:40][CH2:41][CH2:42][CH2:43][CH2:44][CH2:45][CH2:46][CH2:47][CH3:48].[CH2:49]1[O:50][CH2:51][CH2:52][CH2:53]1.[H-:22].[H-:25].[H-:26].[H-:27].[Li+:24]>>[CH2:1]([CH2:2][CH2:3][CH2:4][CH2:5][CH2:6][CH2:7][CH2:8][CH2:9][CH3:10])[O:13][c:14]1[cH:15][cH:16][c:17]([CH2:18][OH:19])[cH:20][cH:21]1. The reactants are [Al+3], CCCCCCCCCCCCOc1ccc(CO)cc1, CCCCCCCCCCOc1ccc(C(=O)OC)cc1, C1CCOC1, [H-], [H-], [H-], [H-], [Li+]. The reactants are CNC1CCN2CCC3=C(C2C1)C=CC=C3 (2-methylamino-1,3,4,6,7,11b-hexahydro-2H-benzo[a]quinolizine), C1(=CC=CC=C1)N=C=O (phenyl isocyanate). Yields the product C1C(CCN2CCC3=C(C12)C=CC=C3)N(C(=O)NC3=CC=CC=C3)C (1-(1,3,4,6,7,11b-Hexahydro-2H-benzo[a]quinolizin-2-yl)-1-methyl-3-phenyl urea). Reaction SMILES: [CH3:1][NH:2][CH:3]1[CH2:12][CH:11]2[N:6]([CH2:7][CH2:8][C:9]3[CH:16]=[CH:15][CH:14]=[CH:13][C:10]=32)[CH2:5][CH2:4]1.[C:17]1([N:23]=[C:24]=[O:25])[CH:22]=[CH:21][CH:20]=[CH:19][CH:18]=1>>[CH2:12]1[CH:11]2[N:6]([CH2:7][CH2:8][C:9]3[CH:16]=[CH:15][CH:14]=[CH:13][C:10]=32)[CH2:5][CH2:4][CH:3]1[N:2]([CH3:1])[C:24]([NH:23][C:17]1[CH:22]=[CH:21][CH:20]=[CH:19][CH:18]=1)=[O:25]. Procedure details: By a procedure analogous to that of Example 1, 2-methylamino-1,3,4,6,7,11b-hexahydro-2H-benzo[a]quinolizine (J. Med. Chem., 1972, 15, 91) is reacted with phenyl isocyanate to give the title compound. Reactants: ice water, C1[C@@H]2N(C1=O)[C@H](/C(=C/CO)/O2)C(=O)[O-].[K+] (potassium clavulanate), S(O)(O)(=O)=O (sulphuric acid). Run in C(C)(=O)OCC (ethyl acetate). The product is C1[C@@H]2N(C1=O)[C@H](/C(=C/CO)/O2)C(=O)O (clavulanic acid). Reaction SMILES: [CH2:1]1[C:4](=[O:5])[N:3]2[C@@H:6]([C:12]([O-:14])=[O:13])/[C:7](/[O:11][C@H:2]12)=[CH:8]/[CH2:9][OH:10].[K+].S(=O)(=O)(O)O>C(OCC)(=O)C>[CH2:1]1[C:4](=[O:5])[N:3]2[C@@H:6]([C:12]([OH:14])=[O:13])/[C:7](/[O:11][C@H:2]12)=[CH:8]/[CH2:9][OH:10] |f:0.1|. Procedure: A solution of potassium clavulanate in ice cold water was stirred with ethyl acetate under cooling with ice-water. With a solution of about 10% (w/w) sulphuric acid the pH was brought at about 2, the water layer separated and twice extracted with ethyl acetate. The collected extracts were dried with magnesium sulphate, filtered and washed with ethyl acetate, yielding a solution of clavulanic acid of about 2% (w/w). The clavulanic acid was diluted with an equal volume of acetone and diamine was a... The reactants are C(CC)C1=CC=C2C(C=C(NC2=C1)C(=O)OCC)=O (ethyl 7-propyl-4-oxo-1,4-dihydroquinoline-2 carboxylate), [OH-].[Na+] (sodium hydroxide). Yields the product C(CC)C1=CC=C2C(C=C(NC2=C1)C(=O)O)=O (7-propyl-4-oxo-1,4-dihydroquinoline-2-carboxylic acid). Isolated yield 89.7%. As a reaction SMILES: [CH2:1]([C:4]1[CH:13]=[C:12]2[C:7]([C:8](=[O:19])[CH:9]=[C:10]([C:14]([O:16]CC)=[O:15])[NH:11]2)=[CH:6][CH:5]=1)[CH2:2][CH3:3].[OH-].[Na+]>>[CH2:1]([C:4]1[CH:13]=[C:12]2[C:7]([C:8](=[O:19])[CH:9]=[C:10]([C:14]([OH:16])=[O:15])[NH:11]2)=[CH:6][CH:5]=1)[CH2:2][CH3:3] |f:1.2|. Procedure details: Treatment of ethyl 7-propyl-4-oxo-1,4-dihydroquinoline-2 carboxylate (0.5 g, Example 1b) with sodium hydroxide (0.309 g), as described in Example 1c, gave 7-propyl-4-oxo-1,4-dihydroquinoline-2-carboxylic acid (0.4 g), mp>240° C. δ (360 MHz, DMSO-d6) 0.92 (3H, t, CH3), 1.64 (2H, dt, CH2CH3) 2.66 (2H, t, CH2CH2CH3), 6.59 (1H, s, 3-H), 7.20 (1H, dd, 6-H), 7.74 (1H, s, 8-H) and 7.98 (1H, d, 5-H), (Found: C, 64.66; H, 6.08; N, 6.22%. C13H13NO3. 0.6H2O requires C, 64.51; H, 5.91; N, 5.79%). The reactants are [Cl-].[NH4+] (ammonium chloride), C1(=CC=CC=C1)CC(=O)OC (methyl phenylacetate), C1(=CC=CC=C1)CC(=O)OC (methyl phenylacetate), CS(=O)(=O)OC (methyl methanesulfonate). Reagents/catalysts: [Pt] (platinum), S(=O)(=O)([O-])C1=CC=C(C)C=C1.C(C)[N+](CC)(CC)CC (tetraethylammonium tosylate), S(=O)(=O)([O-])C1=CC=C(C)C=C1.C(C)[N+](CC)(CC)CC (tetraethylammonium tosylate). The solvent is CN(C=O)C (dimethylformamide), CN(C=O)C (dimethylformamide). Product: CC(C(=O)OC)C1=CC=CC=C1 (methyl α-methylphenylacetate), CC(C(=O)O)C1=CC=CC=C1 (α-methylphenylacetic acid). As a reaction SMILES: [C:1]1([CH2:7][C:8]([O:10][CH3:11])=[O:9])[CH:6]=[CH:5][CH:4]=[CH:3][CH:2]=1.[CH3:12]S(OC)(=O)=O.[Cl-].[NH4+]>S(C1C=CC(C)=CC=1)([O-])(=O)=O.C([N+](CC)(CC)CC)C.CN(C)C=O.[Pt]>[CH3:12][CH:7]([C:1]1[CH:6]=[CH:5][CH:4]=[CH:3][CH:2]=1)[C:8]([O:10][CH3:11])=[O:9].[CH3:12][CH:7]([C:1]1[CH:6]=[CH:5][CH:4]=[CH:3][CH:2]=1)[C:8]([OH:10])=[O:9] |f:2.3,4.5|. Procedure: Into the cathode chamber of an electrolytic cell divided with an ion-exchange resin diaphragm was placed a solution of 10 mmols of methyl phenylacetate, 12 mmols of methyl methanesulfonate and 1.0 g of tetraethylammonium tosylate in 30 ml of anhydrous dimethylformamide. And the anode chamber of the electrolytic cell was supplied with a solution of 3.0 g of tetraethylammonium tosylate in 10 ml of anhydrous dimethylformamide. Constant current electrolysis was conducted at 0.2 A/cm2 with use of pla... The reactants are Cl (HCl), NC1=C(C=C(C=C1)Cl)C(CS(=O)C)=O (2'-amino-5'-chloro-2-(methylsulfinyl)acetophenone), N(=O)[O-].[Na+] (NaNO2). Solvent: O (H2O). Product: ClC=1C=C2C(C(=NNC2=CC1)S(=O)C)=O (6-Chloro-3-(methylsulfinyl)-4(1H)-cinnolinone). RXN SMILES: Cl.[NH2:2][C:3]1[CH:8]=[CH:7][C:6]([Cl:9])=[CH:5][C:4]=1[C:10](=[O:15])[CH2:11][S:12]([CH3:14])=[O:13].[N:16]([O-])=O.[Na+]>O>[Cl:9][C:6]1[CH:5]=[C:4]2[C:3](=[CH:8][CH:7]=1)[NH:2][N:16]=[C:11]([S:12]([CH3:14])=[O:13])[C:10]2=[O:15] |f:2.3|. Procedure: 500 ml of 3N HCl was chilled to 0° in an ice-salt bath, and 10 g of 2'-amino-5'-chloro-2-(methylsulfinyl)acetophenone was added. The mixture was stirred until a clear solution was obtained, and a solution of 3.45 g of NaNO2 in 20 ml of H2O was added with stirring at ca. 0°-3°. The solution became first orange colored, and then a yellow precipitate formed. The ice bath was removed, and the mixture was stirred until room temperature was attained. The precipitate was filtered off, washed with H2O, ...